This data is from the Open Reaction Database (ORD), a public repository of structured organic reaction records. The task is: describe an organic reaction: reactants, conditions, products, and yield The reactants are CS(=O)(=O)OCCCC#C (pent-4-ynyl methanesulfonate), CN1CCNCC1 (N-methyl piperazine), C(=O)(O)[O-].[Na+] (NaHCO3). The solvent is ClCCCl (1,2-dichloroethane). Run at temperature 80 celsius. Product: CN1CCN(CC1)CCCC#C (1-methyl-4-(pent-4-ynyl)piperazine). Reaction SMILES: CS(O[CH2:6][CH2:7][CH2:8][C:9]#[CH:10])(=O)=O.[CH3:11][N:12]1[CH2:17][CH2:16][NH:15][CH2:14][CH2:13]1.C([O-])(O)=O.[Na+]>ClCCCl>[CH3:11][N:12]1[CH2:17][CH2:16][N:15]([CH2:6][CH2:7][CH2:8][C:9]#[CH:10])[CH2:14][CH2:13]1 |f:2.3|. Procedure details: A mixture of pent-4-ynyl methanesulfonate (887 mg) and N-methyl piperazine (607 μL) was heated to 80° C. for 4.5 h, diluted with 1,2-dichloroethane (5 mL) and heated to 70° C. for 18 h. Saturated aq. NaHCO3 was added (10 mL) and the mixture was extracted with DCM (3×40 mL), dried over Na2SO4, and concentrated to afford 1-methyl-4-(pent-4-ynyl)piperazine (0.23 g). The product is ClC1=CC2=C(C(=CC[N+](=C2C2=CC=CC=C2)[O-])Br)C=C1 (8-Chloro-5-bromo-1-phenyl-3H-2-benzazepine-2-oxide). Reactants: ClC1=CC2=C(C(=CCN=C2C2=CC=CC=C2)Br)C=C1 (8-chloro-5-bromo-1-phenyl-3H-2-benzazepine), ClC1=CC(=CC=C1)C(=O)OO (m-chloroperbenzoic acid). Solvent: C(Cl)Cl (methylene chloride). Procedure: A solution of 6.9 g (20.7 mmole) of 8-chloro-5-bromo-1-phenyl-3H-2-benzazepine and 6 g (29 mmole) of 85% m-chloroperbenzoic acid in 100 ml of methylene chloride was stirred at room temperature for 1 hr. The mixture was washed with cold dilute sodium hydroxide, dried over anhydrous sodium sulfate and concentrated at reduced pressure to dryness. The residue was crystallized from ether to give a white solid, mp 184°-185° C. Recrystallization from ether gave colorless prisms, mp 185°-186° C. dec. RXN SMILES: [Cl:1][C:2]1[CH:19]=[CH:18][C:5]2[C:6]([Br:17])=[CH:7][CH2:8][N:9]=[C:10]([C:11]3[CH:16]=[CH:15][CH:14]=[CH:13][CH:12]=3)[C:4]=2[CH:3]=1.ClC1C=CC=C(C(OO)=[O:28])C=1>C(Cl)Cl>[Cl:1][C:2]1[CH:19]=[CH:18][C:5]2[C:6]([Br:17])=[CH:7][CH2:8][N+:9]([O-:28])=[C:10]([C:11]3[CH:16]=[CH:15][CH:14]=[CH:13][CH:12]=3)[C:4]=2[CH:3]=1. Reactants: COC(CNC(=O)C=1N=C(C2=CC=CC=C2C1OC(C)=O)C1=CC=CC=C1)=O ([(4-Acetoxy-1-phenyl-isoquinoline-3-carbonyl)-amino]-acetic acid methyl ester), Cl (HCl), C(=O)(O)[O-].[Na+] (NaHCO3). Reaction conditions: time 16 hour. Yields the product C(C)(=O)OC1=C(N=C(C2=CC=CC=C12)C1=CC=CC=C1)C(=O)NCC(=O)O ([(4-Acetoxy-1-phenyl-isoquinoline-3-carbonyl)-amino]-acetic acid). Isolated yield 52.1%. RXN SMILES: C[O:2][C:3](=[O:28])[CH2:4][NH:5][C:6]([C:8]1[N:9]=[C:10]([C:22]2[CH:27]=[CH:26][CH:25]=[CH:24][CH:23]=2)[C:11]2[C:16]([C:17]=1[O:18][C:19](=[O:21])[CH3:20])=[CH:15][CH:14]=[CH:13][CH:12]=2)=[O:7].Cl.C([O-])(O)=O.[Na+]>>[C:19]([O:18][C:17]1[C:16]2[C:11](=[CH:12][CH:13]=[CH:14][CH:15]=2)[C:10]([C:22]2[CH:27]=[CH:26][CH:25]=[CH:24][CH:23]=2)=[N:9][C:8]=1[C:6]([NH:5][CH2:4][C:3]([OH:28])=[O:2])=[O:7])(=[O:21])[CH3:20] |f:2.3|. Reported procedure: A mixture of [(4-Acetoxy-1-phenyl-isoquinoline-3-carbonyl)-amino]-acetic acid methyl ester (3.8 mg, 0.01 mmol) and aqueous 6N HCl (1 ml) was stirred at ambient temperature for 16 h before the pH of the solution was adjusted to ca. 8 by addition of concentrated aqueous NaHCO3 solution. The solution was washed with EtOAc (2×10 ml) before it was acidified by addition of aqueous 2N HCl. Subsequently, the mixture was extracted with EtOAc (2×10 ml). The combined organic phases were dried over MgSO4 an... Reactants: CN (Methylamine), N1N=CC2=CC(=CC=C12)NC1CN(CCC1)C(C(=O)O)C1=CC=CC=C1 (2-[3-(1H-5-Indazolylamino)piperidino]-2-phenylacetic acid), Cl.C(C)N=C=NCCCN(C)C (1-ethyl-3-(3-dimethylaminopropyl)carbodiimide hydrochloride), ON1N=NC2=C1C=CC=C2 (1-hydroxybenzotriazole), CN(C)C1=NC=CC=C1 (dimethylaminopyridine), C(O)([O-])=O.[Na+] (sodium hydrogencarbonate). The solvent is CN(C=O)C (dimethylformamide). Run at time 18 hour. The product is CNC(C(C1=CC=CC=C1)N1CC(CCC1)NC=1C=C2C=NNC2=CC1)=O (N1-Methyl-2-[3-(1H-5-indazolylamino)piperidino]-2-phenylacetamide). Isolated yield 57.0%. As a reaction SMILES: CN.[NH:3]1[C:11]2[C:6](=[CH:7][C:8]([NH:12][CH:13]3[CH2:18][CH2:17][CH2:16][N:15]([CH:19]([C:23]4[CH:28]=[CH:27][CH:26]=[CH:25][CH:24]=4)[C:20](O)=[O:21])[CH2:14]3)=[CH:9][CH:10]=2)[CH:5]=[N:4]1.Cl.[CH2:30]([N:32]=C=NCCCN(C)C)C.ON1C2C=CC=CC=2N=N1.CN(C1C=CC=CN=1)C.C(=O)([O-])O.[Na+]>CN(C)C=O>[CH3:30][NH:32][C:20](=[O:21])[CH:19]([N:15]1[CH2:16][CH2:17][CH2:18][CH:13]([NH:12][C:8]2[CH:7]=[C:6]3[C:11](=[CH:10][CH:9]=2)[NH:3][N:4]=[CH:5]3)[CH2:14]1)[C:23]1[CH:28]=[CH:27][CH:26]=[CH:25][CH:24]=1 |f:2.3,6.7|. Procedure details: Methylamine (30 mg) and the compound prepared in Example 222 (88 mg) were dissolved in dimethylformamide (1 ml), and 1-ethyl-3-(3-dimethylaminopropyl)carbodiimide hydrochloride (86 mg), 1-hydroxybenzotriazole (77 mg), and dimethylaminopyridine (5 mg) were added to the solution. The reaction mixture was stirred at room temperature for 18 hr. A saturated aqueous sodium hydrogencarbonate solution (1 ml) was then added thereto, and the mixture was extracted with chloroform-propanol (3/1). The organi... Starting materials: FC1=C(C=C(C=C1)OC)C1=C(C=C(C=C1)S)CC(C)(C)C (2′-fluoro-5′-methoxy-2-neopentyl-[1,1′-biphenyl]-4-thiol), C1(CC1)C(CC(=O)OCC)C1=CC(=CC=C1)COS(=O)(=O)C (ethyl 3-cyclopropyl-3-(3-(((methylsulfonyl)oxy)methyl)phenyl)propanoate), C([O-])([O-])=O.[K+].[K+] (potassium carbonate), O (water). Run in CN(C)C=O (DMF). Conditions: temperature 60 celsius, time 2 hour. Yields the product C1(CC1)C(CC(=O)OCC)C1=CC(=CC=C1)CSC1=CC(=C(C=C1)C1=C(C=CC(=C1)OC)F)CC(C)(C)C (ethyl 3-cyclopropyl-3-(3-(((2′-fluoro-5′-methoxy-2-neopentyl-[1,1′-biphenyl]-4-yl)thio)methyl)phenyl)propanoate). The yield is 94.4%. As a reaction SMILES: [F:1][C:2]1[CH:7]=[CH:6][C:5]([O:8][CH3:9])=[CH:4][C:3]=1[C:10]1[CH:15]=[CH:14][C:13]([SH:16])=[CH:12][C:11]=1[CH2:17][C:18]([CH3:21])([CH3:20])[CH3:19].[CH:22]1([CH:25]([C:32]2[CH:37]=[CH:36][CH:35]=[C:34]([CH2:38]OS(C)(=O)=O)[CH:33]=2)[CH2:26][C:27]([O:29][CH2:30][CH3:31])=[O:28])[CH2:24][CH2:23]1.C(=O)([O-])[O-].[K+].[K+].O>CN(C=O)C>[CH:22]1([CH:25]([C:32]2[CH:37]=[CH:36][CH:35]=[C:34]([CH2:38][S:16][C:13]3[CH:14]=[CH:15][C:10]([C:3]4[CH:4]=[C:5]([O:8][CH3:9])[CH:6]=[CH:7][C:2]=4[F:1])=[C:11]([CH2:17][C:18]([CH3:21])([CH3:20])[CH3:19])[CH:12]=3)[CH:33]=2)[CH2:26][C:27]([O:29][CH2:30][CH3:31])=[O:28])[CH2:24][CH2:23]1 |f:2.3.4|. Reported procedure: To a solution of 2′-fluoro-5′-methoxy-2-neopentyl-[1,1′-biphenyl]-4-thiol (161 mg) in DMF (2.6 mL) were added ethyl 3-cyclopropyl-3-(3-(((methylsulfonyl)oxy)methyl)phenyl)propanoate (207 mg) and potassium carbonate (146 mg) at room temperature, and the mixture was stirred at 60° C. for 2 hr. The reaction mixture was poured into water at room temperature, and the mixture was extracted with ethyl acetate. The extract was washed with saturated brine and dried over anhydrous sodium sulfate. The solv... Reactants: Fc1nc(F)c(Cl)c(Br)c1F, CC(C)(C)N, CC#N. Yields the product CC(C)(C)Nc1nc(F)c(Cl)c(Br)c1F. Reaction SMILES: [Br:1][c:2]1[c:3]([Cl:11])[c:4]([F:10])[n:5][c:6]([F:9])[c:7]1[F:8].[C:12]([CH3:13])([CH3:14])([CH3:15])[NH2:16].[CH3:17][C:18]#[N:19]>>[Br:1][c:2]1[c:3]([Cl:11])[c:4]([F:10])[n:5][c:6]([NH:16][C:12]([CH3:13])([CH3:14])[CH3:15])[c:7]1[F:8]. Starting materials: N1CCCCC1 (Piperidine), C(#CCCCCCCCCCCC)C=1C=NC=CC1C=O (3-(1-tridecynyl)pyridine-4-carboxaldehyde), C(CC(=O)O)(=O)O (malonic acid), N1=CC=CC=C1 (pyridine). Run in O (water). Conditions: temperature 80 celsius. The product is C(#CCCCCCCCCCCC)C=1C=NC=CC1C=CC(=O)O (3-[3-(1-Tridecynyl)-4-pyridyl)prop-2-enoic acid). Isolated yield 57.3%. Reaction SMILES: N1CCCCC1.[C:7]([C:20]1[CH:21]=[N:22][CH:23]=[CH:24][C:25]=1[CH:26]=O)#[C:8][CH2:9][CH2:10][CH2:11][CH2:12][CH2:13][CH2:14][CH2:15][CH2:16][CH2:17][CH2:18][CH3:19].C(O)(=O)[CH2:29][C:30]([OH:32])=[O:31].N1C=CC=CC=1>O>[C:7]([C:20]1[CH:21]=[N:22][CH:23]=[CH:24][C:25]=1[CH:26]=[CH:29][C:30]([OH:32])=[O:31])#[C:8][CH2:9][CH2:10][CH2:11][CH2:12][CH2:13][CH2:14][CH2:15][CH2:16][CH2:17][CH2:18][CH3:19]. Reported procedure: Piperidine (0.1 ml) was added to a stirred, homogeneous mixture of 3-(1-tridecynyl)pyridine-4-carboxaldehyde (0.73 g, 2.56 mmole, from Example 1), malonic acid (523 mg, 5.12 mmole) and pyridine (5 ml) under nitrogen and the mixture was heated to 80° C. for 1 hour. After then refluxing for an additional 3 hours the mixture was cooled, added to water (40 ml) and acidified to pH 1. The resulting precipitate was washed with water, dried and recrystallised from methanol to give 0.48 g (57%) of the ti...